From a dataset of the Open Reaction Database (ORD), a public repository of structured organic reaction records. describe an organic reaction: reactants, conditions, products, and yield Starting materials: S(=O)(Cl)Cl (Thionyl chloride), CN(C)C=O (DMF), C1(=CC=CC=C1)S(=O)(=O)N1C2=CC=CC=C2C=2C=CC(=CC12)C(C)O (9-benzenesulfonyl-2-(1-hydroxyethyl)carbazole). The solvent is C(Cl)Cl (methylene chloride). The product is C1(=CC=CC=C1)S(=O)(=O)N1C2=CC=CC=C2C=2C=CC(=CC12)C(C)Cl (9-benzenesulfonyl-2-(1-chloroethyl)carbazole). RXN SMILES: S(Cl)([Cl:3])=O.CN(C=O)C.[C:10]1([S:16]([N:19]2[C:31]3[CH:30]=[C:29]([CH:32](O)[CH3:33])[CH:28]=[CH:27][C:26]=3[C:25]3[C:20]2=[CH:21][CH:22]=[CH:23][CH:24]=3)(=[O:18])=[O:17])[CH:15]=[CH:14][CH:13]=[CH:12][CH:11]=1>C(Cl)Cl>[C:10]1([S:16]([N:19]2[C:31]3[CH:30]=[C:29]([CH:32]([Cl:3])[CH3:33])[CH:28]=[CH:27][C:26]=3[C:25]3[C:20]2=[CH:21][CH:22]=[CH:23][CH:24]=3)(=[O:18])=[O:17])[CH:15]=[CH:14][CH:13]=[CH:12][CH:11]=1. Procedure: Thionyl chloride (0.26 ml, 3.54 mmol) and catalytically effective amount of DMF were added at room temperature to a solution of 9-benzenesulfonyl-2-(1-hydroxyethyl)carbazole (0.621 g, 1.77 mmol) in methylene chloride, and the mixture was heated under reflux for 1.5 hours. After evaporation of the solvent under reduced pressure, the thus obtained residue was mixed with ethyl acetate and washed with saturated sodium bicarbonate aqueous solution and saturated sodium chloride aqueous solution in tha... Starting materials: CCOC(=O)C(CCCCC1CCN(C(=O)OCc2ccccc2)CC1)NC(C)C(=O)N(CC(=O)OC(C)(C)C)C1Cc2ccccc2C1, C, CO, [Pd]. Yields the product CCOC(=O)C(CCCCC1CCNCC1)NC(C)C(=O)N(CC(=O)OC(C)(C)C)C1Cc2ccccc2C1. As a reaction SMILES: [C:1]([CH3:2])([CH3:3])([CH3:4])[O:5][C:6]([CH2:7][N:8]([CH:9]1[CH2:10][c:11]2[cH:12][cH:13][cH:14][cH:15][c:16]2[CH2:17]1)[C:18]([CH:19]([NH:20][CH:21]([CH2:22][CH2:23][CH2:24][CH2:25][CH:26]1[CH2:27][CH2:28][N:29]([C:32]([O:33][CH2:34][c:35]2[cH:36][cH:37][cH:38][cH:39][cH:40]2)=[O:41])[CH2:30][CH2:31]1)[C:42](=[O:43])[O:44][CH2:45][CH3:46])[CH3:47])=[O:48])=[O:49].[C:52].[CH3:50][OH:51].[Pd:53]>>[C:1]([CH3:2])([CH3:3])([CH3:4])[O:5][C:6]([CH2:7][N:8]([CH:9]1[CH2:10][c:11]2[cH:12][cH:13][cH:14][cH:15][c:16]2[CH2:17]1)[C:18]([CH:19]([NH:20][CH:21]([CH2:22][CH2:23][CH2:24][CH2:25][CH:26]1[CH2:27][CH2:28][NH:29][CH2:30][CH2:31]1)[C:42](=[O:43])[O:44][CH2:45][CH3:46])[CH3:47])=[O:48])=[O:49]. Starting materials: C=CC(=O)Cl, CO, ClC(Cl)Cl, NCc1ccc(C(=O)O)cc1, CN(C)C=O, O, c1ccncc1. The product is C=CC(=O)NCc1ccc(C(=O)O)cc1. As a reaction SMILES: [C:18]([CH:19]=[CH2:20])(=[O:21])[Cl:22].[CH3:27][OH:28].[Cl:23][CH:24]([Cl:25])[Cl:26].[NH2:1][CH2:2][c:3]1[cH:4][cH:5][c:6]([C:7](=[O:8])[OH:9])[cH:10][cH:11]1.[O:29]=[CH:30][N:31]([CH3:32])[CH3:33].[OH2:34].[cH:12]1[cH:13][cH:14][n:15][cH:16][cH:17]1>>[NH:1]([CH2:2][c:3]1[cH:4][cH:5][c:6]([C:7](=[O:8])[OH:9])[cH:10][cH:11]1)[C:18]([CH:19]=[CH2:20])=[O:21]. The reactants are FC=1C=C2CCC(CC2=C(C1)F)NC(C(=O)O)CCC (2-(6,8-Difluoro-1,2,3,4-tetrahydro-naphthalen-2-ylamino)-pentanoic acid), CC1CN(CC(O1)C)CC(C)(C)N1C=NC(=C1)N (1-[2-(2,6-Dimethyl-morpholin-4-yl)-1,1-dimethyl-ethyl]-1H-imidazol-4-ylamine). Product: CC1CN(CC(O1)C)CC(C)(C)N1C=NC(=C1)NC(C(CCC)NC1CC2=C(C=C(C=C2CC1)F)F)=O (2-(6,8-Difluoro-1,2,3,4-tetrahydro-naphthalen-2-ylamino)-pentanoic acid {1-[2-(2,6-dimethyl-morpholin-4-yl)-1,1-dimethyl-ethyl]-1H-imidazol-4-yl}-amide). Reaction SMILES: [F:1][C:2]1[CH:3]=[C:4]2[C:9](=[C:10]([F:12])[CH:11]=1)[CH2:8][CH:7]([NH:13][CH:14]([CH2:18][CH2:19][CH3:20])[C:15]([OH:17])=O)[CH2:6][CH2:5]2.[CH3:21][CH:22]1[O:27][CH:26]([CH3:28])[CH2:25][N:24]([CH2:29][C:30]([N:33]2[CH:37]=[C:36]([NH2:38])[N:35]=[CH:34]2)([CH3:32])[CH3:31])[CH2:23]1>>[CH3:28][CH:26]1[O:27][CH:22]([CH3:21])[CH2:23][N:24]([CH2:29][C:30]([N:33]2[CH:37]=[C:36]([NH:38][C:15](=[O:17])[CH:14]([NH:13][CH:7]3[CH2:6][CH2:5][C:4]4[C:9](=[C:10]([F:12])[CH:11]=[C:2]([F:1])[CH:3]=4)[CH2:8]3)[CH2:18][CH2:19][CH3:20])[N:35]=[CH:34]2)([CH3:32])[CH3:31])[CH2:25]1. Procedure details: Following the procedure for Example 86, 2-(6,8-Difluoro-1,2,3,4-tetrahydro-naphthalen-2-ylamino)-pentanoic acid (diastereomer 2) was reacted with 1-[2-(2,6-Dimethyl-morpholin-4-yl)-1,1-dimethyl-ethyl]-1H-imidazol-4-ylamine to afford the title compound: C13 NMR (100 MHz, CDCl3) 14.1, 19.1, 19.5, 25.9, 28.2, 28.9, 29.7, 36.6, 38.8, 53.0, 58.9, 61.0, 61.3, 68.5, 72.1, 74.4, 76.9, 77.3, 77.6, 100.8, 101.1, 101.3, 104.7, 110.7, 110.9, 117.9, 131.2, 137.3, 139.8, 159.8, 162.3, 172.3; MS m/z 518.2 (M+1... The product is ClC=1C=CC2=C(C(=NC(C(=N2)NOC(NC2=CC=CC=C2)=O)OC(=O)OC2=CC=CC=C2)C2=CC=CC=C2)C1 (7-Chloro-5-phenyl-2-phenylcarbamoyloxyamino-3-phenyloxycarbonyloxy-3H-1,4-benzodiazepine). Reaction SMILES: [Cl:1][C:2]1[CH:3]=[CH:4][C:5]2[NH:11][C:10](=S)[CH:9]([O:13][C:14]([O:16][C:17]3[CH:22]=[CH:21][CH:20]=[CH:19][CH:18]=3)=[O:15])[N:8]=[C:7]([C:23]3[CH:28]=[CH:27][CH:26]=[CH:25][CH:24]=3)[C:6]=2[CH:29]=1.[C:30](=[O:33])(O)[O-:31].[Na+].[Cl-].O[NH3+:37].[C:38]1([N:44]=C=O)[CH:43]=[CH:42][CH:41]=[CH:40][CH:39]=1>O1CCOCC1.O>[Cl:1][C:2]1[CH:3]=[CH:4][C:5]2[N:11]=[C:10]([NH:37][O:31][C:30](=[O:33])[NH:44][C:38]3[CH:43]=[CH:42][CH:41]=[CH:40][CH:39]=3)[CH:9]([O:13][C:14]([O:16][C:17]3[CH:22]=[CH:21][CH:20]=[CH:19][CH:18]=3)=[O:15])[N:8]=[C:7]([C:23]3[CH:28]=[CH:27][CH:26]=[CH:25][CH:24]=3)[C:6]=2[CH:29]=1 |f:1.2,3.4|. Procedure: 4 g of 7-chloro-1,3-dihydro-5-phenyl-3-phenyloxycarbonyloxy-2H-1,4-benzodiazepine-2-thione are suspended in 90 ml of dioxane and 1.7 g of sodium bicarbonate and 1.3 g of hydroxylammonium chloride are added, and the mixture is stirred for 8 hours at room temperature (monitoring by thin layer chromatography). After addition of 0.9 ml of phenylisocyanate, the mixture is stirred for 1 hour and water is added to it. The oil produced is decanted off and stirred up with ethanol, and the slurry of cryst... Run at time 8 hour. The reactants are ClC=1C=CC2=C(C(=NC(C(N2)=S)OC(=O)OC2=CC=CC=C2)C2=CC=CC=C2)C1 (7-chloro-1,3-dihydro-5-phenyl-3-phenyloxycarbonyloxy-2H-1,4-benzodiazepine-2-thione), C1(=CC=CC=C1)N=C=O (phenylisocyanate), C([O-])(O)=O.[Na+] (sodium bicarbonate), [Cl-].O[NH3+] (hydroxylammonium chloride). Run in O1CCOCC1 (dioxane), O (water). Starting materials: CC#N, ClCCCOc1ccc2[nH]ccc2c1, Fc1ccc2c(C3CCNCC3)noc2c1, [K+], [K+], O=C([O-])[O-], O. Product: Fc1ccc2c(C3CCN(CCCOc4ccc5[nH]ccc5c4)CC3)noc2c1. Reaction SMILES: [CH3:37][C:38]#[N:39].[Cl:23][CH2:24][CH2:25][CH2:26][O:27][c:28]1[cH:29][c:30]2[cH:31][cH:32][nH:33][c:34]2[cH:35][cH:36]1.[F:1][c:2]1[cH:3][c:4]2[c:5]([c:6]([CH:9]3[CH2:10][CH2:11][NH:12][CH2:13][CH2:14]3)[n:7][o:8]2)[cH:15][cH:16]1.[K+:17].[K+:18].[O-:19][C:20]([O-:21])=[O:22].[OH2:40]>>[F:1][c:2]1[cH:3][c:4]2[c:5]([c:6]([CH:9]3[CH2:10][CH2:11][N:12]([CH2:24][CH2:25][CH2:26][O:27][c:28]4[cH:29][c:30]5[cH:31][cH:32][nH:33][c:34]5[cH:35][cH:36]4)[CH2:13][CH2:14]3)[n:7][o:8]2)[cH:15][cH:16]1.